Dataset: the Open Reaction Database (ORD), a public repository of structured organic reaction records. Task: describe an organic reaction: reactants, conditions, products, and yield Starting materials: BrB(Br)Br, COc1ccc(Oc2c(Cl)cc(-n3ncc(=O)[nH]c3=O)cc2Cl)cc1S(=O)(=O)N1CCCCC1, ClCCl. Yields the product O=c1cnn(-c2cc(Cl)c(Oc3ccc(O)c(S(=O)(=O)N4CCCCC4)c3)c(Cl)c2)c(=O)[nH]1. As a reaction SMILES: [B:35]([Br:36])([Br:37])[Br:38].[Cl:1][c:2]1[cH:3][c:4](-[n:27]2[n:28][cH:29][c:30](=[O:34])[nH:31][c:32]2=[O:33])[cH:5][c:6]([Cl:26])[c:7]1[O:8][c:9]1[cH:10][c:11]([S:17](=[O:18])(=[O:19])[N:20]2[CH2:21][CH2:22][CH2:23][CH2:24][CH2:25]2)[c:12]([O:15][CH3:16])[cH:13][cH:14]1.[Cl:39][CH2:40][Cl:41]>>[Cl:1][c:2]1[cH:3][c:4](-[n:27]2[n:28][cH:29][c:30](=[O:34])[nH:31][c:32]2=[O:33])[cH:5][c:6]([Cl:26])[c:7]1[O:8][c:9]1[cH:10][c:11]([S:17](=[O:18])(=[O:19])[N:20]2[CH2:21][CH2:22][CH2:23][CH2:24][CH2:25]2)[c:12]([OH:15])[cH:13][cH:14]1. Reactants: COC(=O)OC, COc1ccc2cccc(CC#N)c2c1, Cl, [H-], [Na+], C1CCOC1, O. Yields the product COC(=O)C(C#N)c1cccc2ccc(OC)cc12. RXN SMILES: [CH3:18][O:19][C:20](=[O:21])[O:22][CH3:23].[CH3:1][O:2][c:3]1[cH:4][cH:5][c:6]2[cH:7][cH:8][cH:9][c:10]([CH2:13][C:14]#[N:15])[c:11]2[cH:12]1.[ClH:24].[H-:16].[Na+:17].[O:25]1[CH2:26][CH2:27][CH2:28][CH2:29]1.[OH2:30]>>[CH3:1][O:2][c:3]1[cH:4][cH:5][c:6]2[cH:7][cH:8][cH:9][c:10]([CH:13]([C:14]#[N:15])[C:20]([O:19][CH3:18])=[O:21])[c:11]2[cH:12]1. The reactants are CO, CCOCC, O=C(O)C=Cc1ccc(F)cc1, O, O=S(=O)(O)O. Product: COC(=O)C=Cc1ccc(F)cc1. As a reaction SMILES: [CH3:13][OH:14].[CH3:21][CH2:22][O:23][CH2:24][CH3:25].[F:1][c:2]1[cH:3][cH:4][c:5]([CH:6]=[CH:7][C:8](=[O:9])[OH:10])[cH:11][cH:12]1.[OH2:20].[S:15](=[O:16])(=[O:17])([OH:18])[OH:19]>>[F:1][c:2]1[cH:3][cH:4][c:5]([CH:6]=[CH:7][C:8]([O:9][CH3:13])=[O:10])[cH:11][cH:12]1. Starting materials: C1(=CC=CC=C1)C=1OC=2N=CN=C(C2N1)O (2-Phenyl-oxazolo[5,4-d]pyrimidin-7-ol), O=P(Cl)(Cl)Cl (POCl3). Yields the product ClC=1C2=C(N=CN1)OC(=N2)C2=CC=CC=C2 (7-Chloro-2-phenyl-oxazolo[5,4-d]pyrimidine). Isolated yield 67.0%. Reaction SMILES: [C:1]1([C:7]2[O:8][C:9]3[N:10]=[CH:11][N:12]=[C:13](O)[C:14]=3[N:15]=2)[CH:6]=[CH:5][CH:4]=[CH:3][CH:2]=1.O=P(Cl)(Cl)[Cl:19]>>[Cl:19][C:13]1[C:14]2[N:15]=[C:7]([C:1]3[CH:6]=[CH:5][CH:4]=[CH:3][CH:2]=3)[O:8][C:9]=2[N:10]=[CH:11][N:12]=1. Reported procedure: 2-Phenyl-oxazolo[5,4-d]pyrimidin-7-ol (0.10 g, 0.43 mmol) was dissolved in 3 mL POCl3, and the mixture was refluxed under nitrogen for 6 hours. The reaction mixture was cooled to room temperature and poured onto ice water. The resulting mixture was extracted by CH2Cl2. The combined organic layers were concentrated and the residue was purified by column chromatography (EtOAc:hexanes=1:10) to afford the title compound as a white solid (73 mg, 67%). 1H NMR 400 MHz (CDCl3) δ 8.82 (s, 1H), 7.35-7.32 ... Starting materials: 39(a), C(C=1C(O)=CC=CC1)=O (salicylaldehyde), BrCCCCCCCCCC#C (11-bromoundecyne), C([O-])([O-])=O.[K+].[K+] (potassium carbonate). Solvent: CN(C=O)C (dimethylformamide). The product is C(CCCCCCCCC#C)OC1=C(C=O)C=CC=C1 (2-(10-undecynyloxy)benzaldehyde). As a reaction SMILES: [CH:1](=[O:9])[C:2]1[C:3](=[CH:5][CH:6]=[CH:7][CH:8]=1)[OH:4].Br[CH2:11][CH2:12][CH2:13][CH2:14][CH2:15][CH2:16][CH2:17][CH2:18][CH2:19][C:20]#[CH:21].C(=O)([O-])[O-].[K+].[K+]>CN(C)C=O>[CH2:21]([O:4][C:3]1[CH:5]=[CH:6][CH:7]=[CH:8][C:2]=1[CH:1]=[O:9])[CH2:20][CH2:19][CH2:18][CH2:17][CH2:16][CH2:15][CH2:14][CH2:13][C:12]#[CH:11] |f:2.3.4|. Procedure details: To an ice-cold solution of 11-hydroxyundecyne (10 g, 59.4 mmoles) in 400 ml of methylene chloride under argon was added in one portion carbon tetrabromide (40.5 g, 0.1224 mole). The reaction mixture was stirred at 0° C. for 5 minutes and triphenylphosphine (29.43 g, 0.1122 mole) was added. The reaction was kept at 0° C. for an additional 15 minutes and stirred at room temperature for 3 hours. The methylene chloride was removed in vacuo. The residue was treated with hexane and the combined organi...